This data is from the Open Reaction Database (ORD), a public repository of structured organic reaction records. The task is: describe an organic reaction: reactants, conditions, products, and yield Reactants: ClC=1N=C(C2=C(N1)C(=NC=N2)S)N2CCOCC2 (2-chloro-8-mercapto-4-morpholino-pyrimido-[5,4-d]-pyrimidine), C(=O)N1CCNCC1 (N-formyl-piperazine). The product is C(=O)N1CCN(CC1)C=1N=C(C2=C(N1)C(=NC=N2)S)N2CCOCC2 (2-(N-Formyl-piperazino)-8-mercapto-4-morpholino-pyrimido-[5,4-d]-pyrimidine). Reaction SMILES: Cl[C:2]1[N:3]=[C:4]([N:13]2[CH2:18][CH2:17][O:16][CH2:15][CH2:14]2)[C:5]2[N:11]=[CH:10][N:9]=[C:8]([SH:12])[C:6]=2[N:7]=1.[CH:19]([N:21]1[CH2:26][CH2:25][NH:24][CH2:23][CH2:22]1)=[O:20]>>[CH:19]([N:21]1[CH2:26][CH2:25][N:24]([C:2]2[N:3]=[C:4]([N:13]3[CH2:18][CH2:17][O:16][CH2:15][CH2:14]3)[C:5]3[N:11]=[CH:10][N:9]=[C:8]([SH:12])[C:6]=3[N:7]=2)[CH2:23][CH2:22]1)=[O:20]. Procedure details: This compound was prepared analogous to Example 93 from 2-chloro-8-mercapto-4-morpholino-pyrimido-[5,4-d]-pyrimidine (m.p.: >300° C., decomp.) and N-formyl-piperazine.